From a dataset of the Open Reaction Database (ORD), a public repository of structured organic reaction records. describe an organic reaction: reactants, conditions, products, and yield Product: CCOC(=O)C1Cc2cc(S(=O)(=O)Cl)c(Cl)c(Cl)c2O1. Starting materials: O=S(=O)(O)Cl, CCOC(=O)C1Cc2ccc(Cl)c(Cl)c2O1, O, O=S(Cl)Cl. RXN SMILES: [Cl:17][S:18](=[O:19])(=[O:20])[OH:21].[Cl:1][c:2]1[c:3]([Cl:16])[c:4]2[c:5]([cH:14][cH:15]1)[CH2:6][CH:7]([C:9](=[O:10])[O:11][CH2:12][CH3:13])[O:8]2.[OH2:22].[S:23]([Cl:24])([Cl:25])=[O:26]>>[Cl:1][c:2]1[c:3]([Cl:16])[c:4]2[c:5]([cH:14][c:15]1[S:18]([Cl:17])(=[O:19])=[O:20])[CH2:6][CH:7]([C:9](=[O:10])[O:11][CH2:12][CH3:13])[O:8]2. The reactants are [H-].[Na+] (sodium hydride), COC=1C=C(C(=O)NC2=C(C=CC=C2)OC)C=CC1 (3-methoxy-N-(2-methoxyphenyl) benzamide), O1C(CCCC1)OCCBr (2-tetrahydropyranyloxyethyl bromide). The solvent is CN(C)C=O (DMF). Reaction conditions: time 20 minute. Yields the product O1C(CCCC1)OCCN(C(C1=CC(=CC=C1)OC)=O)C1=C(C=CC=C1)OC (N-(2-Tetrahydropyranyloxyethyl)-3-methoxy-N-(2-methoxyphenyl)benzamide). Yield: 67.0%. Reaction SMILES: [CH3:1][O:2][C:3]1[CH:4]=[C:5]([CH:17]=[CH:18][CH:19]=1)[C:6]([NH:8][C:9]1[CH:14]=[CH:13][CH:12]=[CH:11][C:10]=1[O:15][CH3:16])=[O:7].[H-].[Na+].[O:22]1[CH2:27][CH2:26][CH2:25][CH2:24][CH:23]1[O:28][CH2:29][CH2:30]Br>CN(C=O)C>[O:22]1[CH2:27][CH2:26][CH2:25][CH2:24][CH:23]1[O:28][CH2:29][CH2:30][N:8]([C:9]1[CH:14]=[CH:13][CH:12]=[CH:11][C:10]=1[O:15][CH3:16])[C:6](=[O:7])[C:5]1[CH:17]=[CH:18][CH:19]=[C:3]([O:2][CH3:1])[CH:4]=1 |f:1.2|. Procedure details: In an atmosphere of argon, 3-methoxy-N-(2-methoxyphenyl) benzamide (500 mg, 1.94 mmol) was dissolved in DMF (10 ml) to which was subsequently added sodium hydride (85 mg, 60%, 2.13 mmol) at room temperature, followed by 20 minutes of stirring. After additional 5 minutes of stirring under an ultrasonic irradiation condition at the same temperature, to this was added 2-tetrahydropyranyloxyethyl bromide (446 mg, 2.13 mmol) at room temperature. After 1 hour of stirring at room temperature and subseq... Starting materials: O=C([O-])[O-], CN(C)C=O, Cc1ccc2c(c1)C(NC(=O)CCCCl)c1ccccc1CS2, Fc1ccc(N2CCNCC2)cc1, [I-], [K+], [K+], [Na+]. Yields the product Cc1ccc2c(c1)C(NC(=O)CCCN1CCN(c3ccc(F)cc3)CC1)c1ccccc1CS2. As a reaction SMILES: [C:39](=[O:40])([O-:41])[O-:42].[CH3:45][N:46]([CH3:47])[CH:48]=[O:49].[Cl:1][CH2:2][CH2:3][CH2:4][C:5](=[O:6])[NH:7][CH:8]1[c:9]2[c:10]([cH:19][cH:20][c:21]([CH3:23])[cH:22]2)[S:11][CH2:12][c:13]2[c:14]1[cH:15][cH:16][cH:17][cH:18]2.[F:24][c:25]1[cH:26][cH:27][c:28]([N:31]2[CH2:32][CH2:33][NH:34][CH2:35][CH2:36]2)[cH:29][cH:30]1.[I-:38].[K+:43].[K+:44].[Na+:37]>>[CH2:2]([CH2:3][CH2:4][C:5](=[O:6])[NH:7][CH:8]1[c:9]2[c:10]([cH:19][cH:20][c:21]([CH3:23])[cH:22]2)[S:11][CH2:12][c:13]2[c:14]1[cH:15][cH:16][cH:17][cH:18]2)[N:34]1[CH2:33][CH2:32][N:31]([c:28]2[cH:27][cH:26][c:25]([F:24])[cH:30][cH:29]2)[CH2:36][CH2:35]1.